This data is from the Open Reaction Database (ORD), a public repository of structured organic reaction records. The task is: describe an organic reaction: reactants, conditions, products, and yield The reactants are NC=1C(=NC(=C(N1)N)Cl)C(=O)O (3,5-diamino-6-chloro-pyrazine-2-carboxylic acid), C1=CN(C=N1)C(=O)N2C=CN=C2 (CDI), C(C)(C)(C)OC(N(C)CCN)=O (N-(2-aminoethyl)-N-methyl carbamic acid tert-butyl ester). The solvent is CN(C)C=O (DMF). Reaction conditions: time 1 hour. The product is C(C)(C)(C)OC(N(C)CCNC(=O)C1=NC(=C(N=C1N)N)Cl)=O ({2-[(3,5-Diamino-6-chloro-pyrazine-2-carbonyl)-amino]-ethyl}-methyl-carbamic acid tert-butyl ester). Reaction SMILES: [NH2:1][C:2]1[C:3]([C:10]([OH:12])=O)=[N:4][C:5]([Cl:9])=[C:6]([NH2:8])[N:7]=1.C1N=CN(C(N2C=NC=C2)=O)C=1.[C:25]([O:29][C:30](=[O:36])[N:31]([CH2:33][CH2:34][NH2:35])[CH3:32])([CH3:28])([CH3:27])[CH3:26]>CN(C=O)C>[C:25]([O:29][C:30](=[O:36])[N:31]([CH2:33][CH2:34][NH:35][C:10]([C:3]1[C:2]([NH2:1])=[N:7][C:6]([NH2:8])=[C:5]([Cl:9])[N:4]=1)=[O:12])[CH3:32])([CH3:28])([CH3:26])[CH3:27]. Procedure details: A solution of 3,5-diamino-6-chloro-pyrazine-2-carboxylic acid (3.85 g, 20.5 mmol) in DMF (90 mL) is treated with CDI (6.64 g, 41 mmol) and stirred at RT for 1 h. To this mixture is added N-(2-aminoethyl)-N-methyl carbamic acid tert-butyl ester (5.0 g, 28.6 mmol) and stirring continues at RT for 72 h. The solvent is removed in vacuo and the residue is partitioned between EtOAc (100 mL) and water (60 mL). The organic portion is separated, dried (MgSO4) and concentrated in vacuo. The resulting yell... Starting materials: ClC1=NSN=C1N1C=NC=C1 (3-chloro-4-(1H-imidazol-1-yl)-1,2,5-thiadiazole), OCCN1CCCC1 (1-(2-hydroxyethyl)pyrrolidine). Product: N1(C=NC=C1)C=1C(=NSN1)OCCN1CCCC1 (1-[2-[4-(1H-Imidazol-1-yl)-1,2,5-thiadiazol-3-yloxy]ethyl]pyrrolidine). RXN SMILES: Cl[C:2]1[C:6]([N:7]2[CH:11]=[CH:10][N:9]=[CH:8]2)=[N:5][S:4][N:3]=1.[OH:12][CH2:13][CH2:14][N:15]1[CH2:19][CH2:18][CH2:17][CH2:16]1>>[N:7]1([C:6]2[C:2]([O:12][CH2:13][CH2:14][N:15]3[CH2:19][CH2:18][CH2:17][CH2:16]3)=[N:3][S:4][N:5]=2)[CH:11]=[CH:10][N:9]=[CH:8]1. Procedure details: Following the procedures of Example 1, the title compound is prepared from 3-chloro-4-(1H-imidazol-1-yl)-1,2,5-thiadiazole and 1-(2-hydroxyethyl)pyrrolidine.